describe an organic reaction: reactants, conditions, products, and yield From a dataset of the Open Reaction Database (ORD), a public repository of structured organic reaction records. Starting materials: ClC(C(=O)Cl)C1=CC=CC=C1 (2-chloro-2-phenylacetyl chloride), NC=1C(=NN(C1C(=O)N)C)CCC (4-amino-3-propyl-1-methyl-5-pyrazolecarboxamide), C(C)(=O)O (acetic acid). The product is C(C)(=O)OC(C1=CC=CC=C1)C=1NC(C2=C(N1)C(=NN2C)CCC)=O ((1-methyl-7-oxo-3-propyl-6,7-dihydro-1H-pyrazolo[4,3-d]pyrimidin-5-yl)(phenyl)methyl acetate). As a reaction SMILES: Cl[CH:2]([C:6]1[CH:11]=[CH:10][CH:9]=[CH:8][CH:7]=1)[C:3](Cl)=O.[NH2:12][C:13]1[C:14]([CH2:22][CH2:23][CH3:24])=[N:15][N:16]([CH3:21])[C:17]=1[C:18]([NH2:20])=[O:19].[C:25]([OH:28])(=[O:27])[CH3:26]>>[C:25]([O:28][CH:2]([C:3]1[NH:20][C:18](=[O:19])[C:17]2[N:16]([CH3:21])[N:15]=[C:14]([CH2:22][CH2:23][CH3:24])[C:13]=2[N:12]=1)[C:6]1[CH:7]=[CH:8][CH:9]=[CH:10][CH:11]=1)(=[O:27])[CH3:26]. Procedure: 2-chloro-2-phenylacetyl chloride (3.47 ml, 0.022 mol) was added dropwise to a solution of 4-amino-3-propyl-1-methyl-5-pyrazolecarboxamide (4 g, 0.022 mol) in acetic acid (30 ml) and the reaction stirred at reflux under a nitrogen atmosphere for 20 hours. Reactants: ClC1=CC(=CC=C1)C(=O)OO (3-chloroperbenzoic acid), C(C)SC1=C(C=CC=C1)C=1N=CC2=C(N1)C=C(C=N2)C(F)(F)F (2-(2-ethylsulfanylphenyl)-7-trifluoromethylpyrido[3,2-d]pyrimidine), S(=S)(=O)([O-])[O-].[Na+].[Na+] (sodium thiosulfate). Run in C(Cl)(Cl)Cl (chloroform). Conditions: time 4 hour. Product: C(C)S(=O)(=O)C1=C(C=CC=C1)C=1N=CC2=C(N1)C=C(C=N2)C(F)(F)F (2-(2-ethylsulfonylphenyl)-7-trifluoromethylpyrido[3,2-d]pyrimidine). As a reaction SMILES: Cl[C:2]1C=CC=C(C(OO)=O)[CH:3]=1.C(S[C:15]1[CH:20]=[CH:19][CH:18]=[CH:17][C:16]=1[C:21]1[N:22]=[CH:23][C:24]2[N:30]=[CH:29][C:28]([C:31]([F:34])([F:33])[F:32])=[CH:27][C:25]=2[N:26]=1)C.[S:35]([O-:39])([O-])(=[O:37])=S.[Na+].[Na+]>C(Cl)(Cl)Cl>[CH2:2]([S:35]([C:15]1[CH:20]=[CH:19][CH:18]=[CH:17][C:16]=1[C:21]1[N:22]=[CH:23][C:24]2[N:30]=[CH:29][C:28]([C:31]([F:33])([F:34])[F:32])=[CH:27][C:25]=2[N:26]=1)(=[O:39])=[O:37])[CH3:3] |f:2.3.4|. Reported procedure: 60 mg of 3-chloroperbenzoic acid (purity of 65% or more) was added to a mixture of 40 mg of 2-(2-ethylsulfanylphenyl)-7-trifluoromethylpyrido[3,2-d]pyrimidine and 3 ml of chloroform, under ice cooling, and the mixture was stirred at room temperature for 4 hours. A 10% aqueous sodium thiosulfate solution was added to the reaction mixture, and the mixture was extracted with chloroform. The organic layer was washed with a saturated aqueous sodium bicarbonate solution and dried over anhydrous magnes... The product is CC(=O)Nc1ccc(C(O)C(C)C)cc1. Starting materials: CC(C)Br, CC(=O)Nc1ccc(C=O)cc1, [Cl-], [Mg], [NH4+], C1CCOC1. Reaction SMILES: [Br:1][CH:2]([CH3:3])[CH3:4].[CH:6](=[O:7])[c:8]1[cH:9][cH:10][c:11]([NH:14][C:15]([CH3:16])=[O:17])[cH:12][cH:13]1.[Cl-:18].[Mg:5].[NH4+:19].[O:20]1[CH2:21][CH2:22][CH2:23][CH2:24]1>>[CH:2]([CH3:3])([CH3:4])[CH:6]([OH:7])[c:8]1[cH:9][cH:10][c:11]([NH:14][C:15]([CH3:16])=[O:17])[cH:12][cH:13]1.